From a dataset of the Open Reaction Database (ORD), a public repository of structured organic reaction records. describe an organic reaction: reactants, conditions, products, and yield The reactants are BrB(Br)Br, COc1cc2c(cc1Br)C1(C)CCN(C)C1N2C, ClCCl. Yields the product CN1CCC2(C)c3cc(Br)c(O)cc3N(C)C12. RXN SMILES: [B:19]([Br:20])([Br:21])[Br:22].[Br:1][c:2]1[cH:3][c:4]2[c:8]([cH:9][c:10]1[O:11][CH3:12])[N:7]([CH3:13])[CH:6]1[C:5]2([CH3:18])[CH2:16][CH2:15][N:14]1[CH3:17].[Cl:23][CH2:24][Cl:25]>>[Br:1][c:2]1[cH:3][c:4]2[c:8]([cH:9][c:10]1[OH:11])[N:7]([CH3:13])[CH:6]1[C:5]2([CH3:18])[CH2:16][CH2:15][N:14]1[CH3:17].